From a dataset of the Open Reaction Database (ORD), a public repository of structured organic reaction records. describe an organic reaction: reactants, conditions, products, and yield The reactants are CN(C)C1(c2ccccn2)CCC(CC(=O)NCCc2c[nH]c3ccccc23)CC1, CCC(C)=O, C[Si](C)(C)Cl. Product: CN(C)C1(c2ccccn2)CCC(CC(=O)NCCc2c[nH]c3ccccc23)CC1, Cl. Reaction SMILES: [CH3:1][N:2]([C:3]1([c:24]2[n:25][cH:26][cH:27][cH:28][cH:29]2)[CH2:4][CH2:5][CH:6]([CH2:9][C:10](=[O:11])[NH:12][CH2:13][CH2:14][c:15]2[cH:16][nH:17][c:18]3[cH:19][cH:20][cH:21][cH:22][c:23]23)[CH2:7][CH2:8]1)[CH3:30].[CH3:36][C:37]([CH2:38][CH3:39])=[O:40].[Cl:31][Si:32]([CH3:33])([CH3:34])[CH3:35]>>[CH3:1][N:2]([C:3]1([c:24]2[n:25][cH:26][cH:27][cH:28][cH:29]2)[CH2:4][CH2:5][CH:6]([CH2:9][C:10](=[O:11])[NH:12][CH2:13][CH2:14][c:15]2[cH:16][nH:17][c:18]3[cH:19][cH:20][cH:21][cH:22][c:23]23)[CH2:7][CH2:8]1)[CH3:30].[ClH:31]. Starting materials: O=C1CCN(CC1)[C@@H]1[C@H](C[C@@H]2CC[C@H]3[C@@H]4C[C@@H]([C@@H]([C@@]4(C)CC[C@@H]3[C@]2(C1)C)O)N1CCCC1)O.CC(=O)CC(=O)O (2β-(4-Oxo-1-piperidinyl)-16β-(1-pyrrolidinyl)-5α-androstane-3α,17β-diol diacetate), [BH4-].[Na+] (sodium borohydride). Product: OC1CCN(CC1)[C@@H]1[C@H](C[C@@H]2CC[C@H]3[C@@H]4C[C@@H]([C@@H]([C@@]4(C)CC[C@@H]3[C@]2(C1)C)O)N1CCCC1)O.CC(=O)CC(=O)O (2β-(4-hydroxy-1-piperidinyl)-16β-(1-pyrrolidinyl)-5α-androstane-3α,17β-diol diacetate). Isolated yield 81.0%. Reaction SMILES: [O:1]=[C:2]1[CH2:7][CH2:6][N:5]([C@H:8]2[CH2:25][C@@:24]3([CH3:26])[C@@H:11]([CH2:12][CH2:13][C@@H:14]4[C@@H:23]3[CH2:22][CH2:21][C@@:19]3([CH3:20])[C@H:15]4[CH2:16][C@H:17]([N:28]4[CH2:32][CH2:31][CH2:30][CH2:29]4)[C@@H:18]3[OH:27])[CH2:10][C@@H:9]2[OH:33])[CH2:4][CH2:3]1.[CH3:34][C:35]([CH2:37][C:38]([OH:40])=[O:39])=[O:36].[BH4-].[Na+]>>[OH:1][CH:2]1[CH2:7][CH2:6][N:5]([C@H:8]2[CH2:25][C@@:24]3([CH3:26])[C@@H:11]([CH2:12][CH2:13][C@@H:14]4[C@@H:23]3[CH2:22][CH2:21][C@@:19]3([CH3:20])[C@H:15]4[CH2:16][C@H:17]([N:28]4[CH2:32][CH2:31][CH2:30][CH2:29]4)[C@@H:18]3[OH:27])[CH2:10][C@@H:9]2[OH:33])[CH2:4][CH2:3]1.[CH3:34][C:35]([CH2:37][C:38]([OH:40])=[O:39])=[O:36] |f:0.1,2.3,4.5|. Reported procedure: 2β-(4-Oxo-1-piperidinyl)-16β-(1-pyrrolidinyl)-5α-androstane-3α,17β-diol-diacetate is reduced by sodium borohydride as described in Example 11 to give the foam-like title compound in a yield of 81%, Rf2 =0.55. Conditions: temperature 60 celsius. The product is ClC1=C(C=C(C=C1)[N+](=O)[O-])S(=O)(=O)CC1=CC=CC=C1 (benzyl 2-chloro-5-nitrophenyl sulphone). Run in C(C)O (ethanol). Starting materials: [Na] (sodium), ClC1=C(C=C(C=C1)[N+](=O)[O-])S(=O)O (2-chloro-5-nitrobenzenesulphinic acid), C(C1=CC=CC=C1)Cl (benzyl chloride). RXN SMILES: [Na].[Cl:2][C:3]1[CH:8]=[CH:7][C:6]([N+:9]([O-:11])=[O:10])=[CH:5][C:4]=1[S:12]([OH:14])=[O:13].[CH2:15](Cl)[C:16]1[CH:21]=[CH:20][CH:19]=[CH:18][CH:17]=1>C(O)C>[Cl:2][C:3]1[CH:8]=[CH:7][C:6]([N+:9]([O-:11])=[O:10])=[CH:5][C:4]=1[S:12]([CH2:15][C:16]1[CH:21]=[CH:20][CH:19]=[CH:18][CH:17]=1)(=[O:14])=[O:13] |^1:0|. Procedure details: 24.4 g of the sodium salt of 2-chloro-5-nitrobenzenesulphinic acid are dissolved in 150 ml of ethanol under reflux conditions, and 35 g of benzyl chloride are gradually added. After 10 to 12 hours under reflux conditions the solution is cooled down to 60° C., and the precipitated salt is separated off by filtration. The solution, on cooling down to 0° C., yields 24.1 g of colourless crystals of benzyl 2-chloro-5-nitrophenyl sulphone. Starting materials: CC1=C(OCCO1)C(C(F)(F)F)=O (1-(5,6-dihydro-3-methyl-1,4-dioxin-2-yl)-2,2,2-trifluoroethanone), [OH-].[K+] (potassium hydroxide), Cl (hydrochloric acid). Solvent: C1(=CC=CC=C1)C (toluene). Yields the product CC1=C(OCCO1)C(=O)O (5,6-dihydro-3-methyl-1,4-dioxin-2-carboxylic acid). Isolated yield 69.4%. Reaction SMILES: [CH3:1][C:2]1[O:7][CH2:6][CH2:5][O:4][C:3]=1[C:8](=[O:13])C(F)(F)F.[OH-:14].[K+].Cl>C1(C)C=CC=CC=1>[CH3:1][C:2]1[O:7][CH2:6][CH2:5][O:4][C:3]=1[C:8]([OH:13])=[O:14] |f:1.2|. Procedure details: A mixture of 1-(5,6-dihydro-3-methyl-1,4-dioxin-2-yl)-2,2,2-trifluoroethanone (12 g, 0.06 mole) and powdered potassium hydroxide (6 g, 0.1 mole) was refluxed in toluene (200 ml) for 7 hours. The mixture was cooled, acidified with 6N hydrochloric acid, and the solid precipitate, crude 5,6-dihydro-3-methyl-1,4-dioxin-2-carboxylic acid (6 g, 60% yield) collected. Reactants: COc1cc(C(=O)NCCc2cccc(C)c2)cc(OC)c1OC, ClCC(Cl)(Cl)Cl, O=P12OP3(=O)OP(=O)(O1)OP(=O)(O2)O3, O. Yields the product COc1cc(C2=NCCc3cc(C)ccc32)cc(OC)c1OC. As a reaction SMILES: [CH3:1][O:2][c:3]1[cH:4][c:5]([C:6](=[O:7])[NH:8][CH2:9][CH2:10][c:11]2[cH:12][c:13]([CH3:17])[cH:14][cH:15][cH:16]2)[cH:18][c:19]([O:23][CH3:24])[c:20]1[O:21][CH3:22].[Cl:25][CH2:26][C:27]([Cl:28])([Cl:29])[Cl:30].[O:31]=[P:32]12[O:33][P:34]3(=[O:44])[O:35][P:36](=[O:42])([O:37][P:38](=[O:41])([O:39]3)[O:40]1)[O:43]2.[OH2:45]>>[CH3:1][O:2][c:3]1[cH:4][c:5]([C:6]2=[N:8][CH2:9][CH2:10][c:11]3[cH:12][c:13]([CH3:17])[cH:14][cH:15][c:16]32)[cH:18][c:19]([O:23][CH3:24])[c:20]1[O:21][CH3:22]. Starting materials: COC(=O)C(Cc1ccc(OS(=O)(=O)C(F)(F)F)cc1)NC(=O)c1c(Cl)cccc1Cl, C[Sn](C)(C)c1ccsc1C#N, CCOC(C)=O, [Cl-], [Cl-], [Li+], [NH4+], C1COCCO1, c1ccc(P(c2ccccc2)(c2ccccc2)[Pd](P(c2ccccc2)(c2ccccc2)c2ccccc2)(P(c2ccccc2)(c2ccccc2)c2ccccc2)P(c2ccccc2)(c2ccccc2)c2ccccc2)cc1. The product is COC(=O)C(Cc1ccc(-c2ccsc2C#N)cc1)NC(=O)c1c(Cl)cccc1Cl. As a reaction SMILES: [CH3:1][O:2][C:3]([CH:4]([NH:5][C:6]([c:7]1[c:8]([Cl:14])[cH:9][cH:10][cH:11][c:12]1[Cl:13])=[O:15])[CH2:16][c:17]1[cH:18][cH:19][c:20]([O:23][S:24]([C:25]([F:26])([F:27])[F:28])(=[O:29])=[O:30])[cH:21][cH:22]1)=[O:31].[CH3:32][Sn:33]([c:34]1[c:35]([C:39]#[N:40])[s:36][cH:37][cH:38]1)([CH3:41])[CH3:42].[CH3:53][CH2:54][O:55][C:56]([CH3:57])=[O:58].[Cl-:43].[Cl-:45].[Li+:44].[NH4+:46].[O:47]1[CH2:48][CH2:49][O:50][CH2:51][CH2:52]1.[cH:59]1[cH:60][cH:61][c:62]([P:63]([Pd:64]([P:65]([c:66]2[cH:67][cH:68][cH:69][cH:70][cH:71]2)([c:72]2[cH:73][cH:74][cH:75][cH:76][cH:77]2)[c:78]2[cH:79][cH:80][cH:81][cH:82][cH:83]2)([P:84]([c:85]2[cH:86][cH:87][cH:88][cH:89][cH:90]2)([c:91]2[cH:92][cH:93][cH:94][cH:95][cH:96]2)[c:97]2[cH:98][cH:99][cH:100][cH:101][cH:102]2)[P:103]([c:104]2[cH:105][cH:106][cH:107][cH:108][cH:109]2)([c:110]2[cH:111][cH:112][cH:113][cH:114][cH:115]2)[c:116]2[cH:117][cH:118][cH:119][cH:120][cH:121]2)([c:122]2[cH:123][cH:124][cH:125][cH:126][cH:127]2)[c:128]2[cH:129][cH:130][cH:131][cH:132][cH:133]2)[cH:134][cH:135]1>>[CH3:1][O:2][C:3]([CH:4]([NH:5][C:6]([c:7]1[c:8]([Cl:14])[cH:9][cH:10][cH:11][c:12]1[Cl:13])=[O:15])[CH2:16][c:17]1[cH:18][cH:19][c:20](-[c:34]2[c:35]([C:39]#[N:40])[s:36][cH:37][cH:38]2)[cH:21][cH:22]1)=[O:31].